From a dataset of the Open Reaction Database (ORD), a public repository of structured organic reaction records. describe an organic reaction: reactants, conditions, products, and yield Reactants: O1CCCC1 (tetrahydrofuran), BrC1=CC2=C(OCCN2)N=C1 (7-bromo-2,3-dihydro-1H-pyrido[2,3-b][1,4]oxazine), CC1(OB(OC1(C)C)C1=C2C=CNC2=CC=C1)C (4-(4,4,5,5,-tetramethyl-[1,3,2]dioxaborolane-2-yl)-1H-indole), C([O-])([O-])=O.[K+].[K+] (potassium carbonate), tetrakis triphenylphosphine palladium. The solvent is O (water). Reaction conditions: temperature 80 celsius, time 4 hour. Yields the product N1C=CC2=C(C=CC=C12)C1=CC2=C(OCCN2)N=C1 (7-(1H-indol-4-yl)-2,3-dihydro-1H-pyrido[2,3-b][1,4]oxazine). The yield is 139.8%. Reaction SMILES: O1CCCC1.Br[C:7]1[CH:16]=[N:15][C:10]2[O:11][CH2:12][CH2:13][NH:14][C:9]=2[CH:8]=1.CC1(C)C(C)(C)OB([C:25]2[CH:33]=[CH:32][CH:31]=[C:30]3[C:26]=2[CH:27]=[CH:28][NH:29]3)O1.C(=O)([O-])[O-].[K+].[K+]>O>[NH:29]1[C:30]2[C:26](=[C:25]([C:7]3[CH:16]=[N:15][C:10]4[O:11][CH2:12][CH2:13][NH:14][C:9]=4[CH:8]=3)[CH:33]=[CH:32][CH:31]=2)[CH:27]=[CH:28]1 |f:3.4.5|. Reported procedure: To 3 ml of tetrahydrofuran (THF)/0.5 ml of distilled water, 7-bromo-2,3-dihydro-1H-pyrido[2,3-b][1,4]oxazine (80.0 mg, 0.37 mmol), 4-(4,4,5,5,-tetramethyl-[1,3,2]dioxaborolane-2-yl)-1H-indole (109 mg, 0.45 mmol), potassium carbonate (103 mg, 0.74 mmol) and tetrakis triphenylphosphine palladium (172 mg, 0.15 mmol) were added and stirred at 80° C. for 4 hours. After completion of the reaction, the mixture was extracted with ethyl acetate, and the combined organic layer was dried over anhydrous sod... The reactants are CC(C)(C)OC(=O)N(CC=O)CC(O[Si](C)(C)C(C)(C)C)c1cccc(Cl)c1, COC(=O)c1ccc(-c2cccc(N)c2)cc1C(=O)OC. Product: COC(=O)c1ccc(-c2cccc(NCCN(CC(O[Si](C)(C)C(C)(C)C)c3cccc(Cl)c3)C(=O)OC(C)(C)C)c2)cc1C(=O)OC. Reaction SMILES: [C:22]([CH3:23])([CH3:24])([CH3:25])[O:26][C:27](=[O:28])[N:29]([CH2:30][CH:31]([c:32]1[cH:33][c:34]([Cl:38])[cH:35][cH:36][cH:37]1)[O:39][Si:40]([CH3:41])([CH3:42])[C:43]([CH3:44])([CH3:45])[CH3:46])[CH2:47][CH:48]=[O:49].[CH3:1][O:2][C:3](=[O:4])[c:5]1[cH:6][c:7](-[c:15]2[cH:16][c:17]([NH2:21])[cH:18][cH:19][cH:20]2)[cH:8][cH:9][c:10]1[C:11](=[O:12])[O:13][CH3:14]>>[CH3:1][O:2][C:3](=[O:4])[c:5]1[cH:6][c:7](-[c:15]2[cH:16][c:17]([NH:21][CH2:48][CH2:47][N:29]([C:27]([O:26][C:22]([CH3:23])([CH3:24])[CH3:25])=[O:28])[CH2:30][CH:31]([c:32]3[cH:33][c:34]([Cl:38])[cH:35][cH:36][cH:37]3)[O:39][Si:40]([CH3:41])([CH3:42])[C:43]([CH3:44])([CH3:45])[CH3:46])[cH:18][cH:19][cH:20]2)[cH:8][cH:9][c:10]1[C:11](=[O:12])[O:13][CH3:14]. Reactants: Cl (hydrochloric acid), ONCC1=CC=C(OC2=CC(=CC=C2)OC2=CC=C(C=C2)CNO)C=C1 (1,3-bis[4-(N-hydroxyaminomethyl)phenoxy]benzene), [OH-].[Na+] (sodium hydroxide), C(CCC)OC(=O)N=C=O (n-butoxycarbonyl isocyanate). Run in O1CCCC1 (tetrahydrofuran). Conditions: time 30 minute. The product is O=C1N(OC(N1)=O)CC1=CC=C(OC2=CC(=CC=C2)OC2=CC=C(C=C2)CN2OC(NC2=O)=O)C=C1 (1,3-bis[4-[(3,5-dioxo-1,2,4-oxadiazolidin-2-yl)methyl]phenoxy]benzene). Reaction SMILES: [OH:1][NH:2][CH2:3][C:4]1[CH:26]=[CH:25][C:7]([O:8][C:9]2[CH:14]=[CH:13][CH:12]=[C:11]([O:15][C:16]3[CH:21]=[CH:20][C:19]([CH2:22][NH:23][OH:24])=[CH:18][CH:17]=3)[CH:10]=2)=[CH:6][CH:5]=1.C(O[C:32]([N:34]=[C:35]=[O:36])=[O:33])CCC.[OH-:37].[Na+].Cl>O1CCCC1>[O:37]=[C:35]1[NH:34][C:32](=[O:33])[O:24][N:23]1[CH2:22][C:19]1[CH:20]=[CH:21][C:16]([O:15][C:11]2[CH:12]=[CH:13][CH:14]=[C:9]([O:8][C:7]3[CH:25]=[CH:26][C:4]([CH2:3][N:2]4[C:35](=[O:36])[NH:34][C:32](=[O:33])[O:1]4)=[CH:5][CH:6]=3)[CH:10]=2)=[CH:17][CH:18]=1 |f:2.3|. Procedure: 1,3-bis[4-(N-hydroxyaminomethyl)phenoxy]benzene (1.76 g) was dissolved in 35 ml of tetrahydrofuran to which, with ice-cooling and in an atmosphere of argon, was subsequently added dropwise 1.65 g of n-butoxycarbonyl isocyanate. After 30 minutes of stirring at the same temperature, 1N sodium hydroxide aqueous solution was added dropwise thereto and the stirring was continued for 30 minutes at room temperature. After adding 1N hydrochloric acid, the solvent was evaporated, and the resulting residu...